This data is from the Open Reaction Database (ORD), a public repository of structured organic reaction records. The task is: describe an organic reaction: reactants, conditions, products, and yield Reactants: C(C)OC(CC=1C=C(C(=CC1)OC)C1=C(C=CC(=C1)C(F)(F)F)CNCC)=O ((2′-ethylaminomethyl-6-methoxy-5′-trifluoromethyl-biphenyl-3-yl)-acetic acid ethyl ester), C(C1=CC=CC=C1)N=C=O (benzyl isocyanate). Yields the product C(C)OC(CC=1C=C(C(=CC1)OC)C1=C(C=CC(=C1)C(F)(F)F)CN(C(=O)NCC1=CC=CC=C1)CC)=O ([2′-(3-Benzyl-1-ethyl-ureidomethyl)-6-methoxy-5′-trifluoromethyl-biphenyl-3-yl]-acetic acid ethyl ester). Reaction SMILES: [CH2:1]([O:3][C:4](=[O:28])[CH2:5][C:6]1[CH:7]=[C:8]([C:14]2[CH:19]=[C:18]([C:20]([F:23])([F:22])[F:21])[CH:17]=[CH:16][C:15]=2[CH2:24][NH:25][CH2:26][CH3:27])[C:9]([O:12][CH3:13])=[CH:10][CH:11]=1)[CH3:2].[CH2:29]([N:36]=[C:37]=[O:38])[C:30]1[CH:35]=[CH:34][CH:33]=[CH:32][CH:31]=1>>[CH2:1]([O:3][C:4](=[O:28])[CH2:5][C:6]1[CH:7]=[C:8]([C:14]2[CH:19]=[C:18]([C:20]([F:23])([F:21])[F:22])[CH:17]=[CH:16][C:15]=2[CH2:24][N:25]([CH2:26][CH3:27])[C:37]([NH:36][CH2:29][C:30]2[CH:35]=[CH:34][CH:33]=[CH:32][CH:31]=2)=[O:38])[C:9]([O:12][CH3:13])=[CH:10][CH:11]=1)[CH3:2]. Procedure details: Prepared according to the procedure described in Example 1, Step 6, using the following starting materials: (2′-ethylaminomethyl-6-methoxy-5′-trifluoromethyl-biphenyl-3-yl)-acetic acid ethyl ester and benzyl isocyanate. Starting materials: [Br-], CO, COc1ccc(SC(C)Cl)cc1, O=c1ncc(Cl)c[nH]1, Cl, [K+]. Product: COc1ccc(SCn2cc(Cl)cnc2=O)cc1. As a reaction SMILES: [Br-:22].[CH3:24][OH:25].[Cl:10][CH:11]([CH3:12])[S:13][c:14]1[cH:15][cH:16][c:17]([O:20][CH3:21])[cH:18][cH:19]1.[Cl:2][c:3]1[cH:4][n:5][c:6](=[O:9])[nH:7][cH:8]1.[ClH:1].[K+:23]>>[Cl:2][c:3]1[cH:4][n:5]([CH2:11][S:13][c:14]2[cH:15][cH:16][c:17]([O:20][CH3:21])[cH:18][cH:19]2)[c:6](=[O:9])[n:7][cH:8]1. Reactants: CC(=O)OCCC1CN(C(C)=O)c2cc(C)cc(C)c21, CO, ClC(Cl)Cl, [Na+], [OH-], O. The product is CC(=O)N1CC(CCO)c2c(C)cc(C)cc21. Reaction SMILES: [C:1]([CH3:2])(=[O:3])[N:4]1[CH2:5][CH:6]([CH2:15][CH2:16][O:17][C:18](=[O:19])[CH3:20])[c:7]2[c:8]([CH3:14])[cH:9][c:10]([CH3:13])[cH:11][c:12]21.[CH3:27][OH:28].[Cl:23][CH:24]([Cl:25])[Cl:26].[Na+:22].[OH-:21].[OH2:29]>>[C:1]([CH3:2])(=[O:3])[N:4]1[CH2:5][CH:6]([CH2:15][CH2:16][OH:17])[c:7]2[c:8]([CH3:14])[cH:9][c:10]([CH3:13])[cH:11][c:12]21.